From a dataset of the Open Reaction Database (ORD), a public repository of structured organic reaction records. describe an organic reaction: reactants, conditions, products, and yield Reactants: S(=O)(=O)([O-])[O-].[Mg+2] (magnesium sulfate), C(C)OC(CCC1=CC=C(C=C1)C(F)(F)F)=O (3-(4-trifluoromethylphenyl)propionic acid ethylester), [Cl-].[NH4+] (ammonium chloride), CC(C)C[AlH]CC(C)C (DIBAL). Run in CCOCC (Ether), C1(=CC=CC=C1)C (toluene), C1(=CC=CC=C1)C (toluene). Run at temperature -60 celsius, time 15 minute. Yields the product FC(C1=CC=C(C=C1)CCC=O)(F)F (3-(4-trifluoromethylphenyl)propanal). The yield is 93.9%. Reaction SMILES: C([O:3][C:4](=O)[CH2:5][CH2:6][C:7]1[CH:12]=[CH:11][C:10]([C:13]([F:16])([F:15])[F:14])=[CH:9][CH:8]=1)C.CC(C[AlH]CC(C)C)C.[Cl-].[NH4+].S([O-])([O-])(=O)=O.[Mg+2]>C1(C)C=CC=CC=1.CCOCC>[F:14][C:13]([F:15])([F:16])[C:10]1[CH:9]=[CH:8][C:7]([CH2:6][CH2:5][CH:4]=[O:3])=[CH:12][CH:11]=1 |f:2.3,4.5|. Procedure: The above 3-(4-trifluoromethylphenyl)propionic acid ethylester 81.0 g (329 mmol) was stirred in toluene 500 ml while the temperature was cooled to −60° C., and a 1.01 M of toluene solution 329 ml (332 mmol) of DIBAL was added dropwise, and the mixture was stirred at −55° C. for 15 minutes. At the same temperature, a saturated ammonium chloride aqueous solution 200 ml was added dropwise to the reactant, and the mixture was heated to room temperature and stirred for 30 minutes. Ether 100 ml was ad... The reactants are C(C)(C)(C)O[C@H](C(=O)OCC)C1=C2N3CCC(OCC=CC[C@@H](OC=4C=CC(=CC4COCC4=NN2C(N=C1C)=C4)F)C)(CC3)C (ethyl (2S)-2-(tert-butoxy)-2-[(20S)-15-fluoro-4,20,26-trimethyl-11,19,25-trioxa-1,5,7,8-tetraazapentacyclo[24.2.2.16,9.02,7.013,18]hentriaconta-2,4,6(31),8,13(18),14,16,22-octaen-3-yl]acetate), [BH4-].[Na+] (sodium borohydride). The reagents and catalysts are C1(=C(C(=CC(=C1)C)C)N1C(N(CC1)C1=C(C=C(C=C1C)C)C)=[Ru](=CC1=C(C=CC=C1)OC(C)C)(Cl)Cl)C ((1,3-dimesitylimidazolidin-2-ylidene)(2-isopropoxybenzylidene)ruthenium(VI) chloride). Solvent: C(C)O (ethanol). Run at time 10 minute. Product: C(C)(C)(C)O[C@H](C(=O)OCC)C1=C2N3CCC(OCCCC[C@@H](OC4=CC=C(C=C4COCC4=NN2C(N=C1C)=C4)F)C)(CC3)C (ethyl (2S)-2-(tert-butoxy)-2-[(20S)-15-fluoro-4,20,26-trimethyl-11,19,25-trioxa-1,5,7,8-tetraazapentacyclo[24.2.2.16,9.02,7.013,18]hentriaconta-2,4,6(31),8,13,15,17-heptaen-3-yl]acetate). Isolated yield 79.0%. As a reaction SMILES: [C:1]([O:5][C@@H:6]([C:12]1[C:39]([CH3:40])=[N:38][C:37]2=[CH:41][C:34]3=[N:35][N:36]2[C:13]=1[N:14]1[CH2:45][CH2:44][C:17]([CH3:46])([O:18][CH2:19][CH:20]=[CH:21][CH2:22][C@H:23]([CH3:43])[O:24][C:25]2[CH:26]=[CH:27][C:28]([F:42])=[CH:29][C:30]=2[CH2:31][O:32][CH2:33]3)[CH2:16][CH2:15]1)[C:7]([O:9][CH2:10][CH3:11])=[O:8])([CH3:4])([CH3:3])[CH3:2].[BH4-].[Na+]>C(O)C.C1(C)C=C(C)C=C(C)C=1N1CCN(C2C(C)=CC(C)=CC=2C)C1=[Ru](Cl)(Cl)=CC1C=CC=CC=1OC(C)C>[C:1]([O:5][C@@H:6]([C:12]1[C:39]([CH3:40])=[N:38][C:37]2=[CH:41][C:34]3=[N:35][N:36]2[C:13]=1[N:14]1[CH2:15][CH2:16][C:17]([CH3:46])([O:18][CH2:19][CH2:20][CH2:21][CH2:22][C@H:23]([CH3:43])[O:24][C:25]2[C:30]([CH2:31][O:32][CH2:33]3)=[CH:29][C:28]([F:42])=[CH:27][CH:26]=2)[CH2:44][CH2:45]1)[C:7]([O:9][CH2:10][CH3:11])=[O:8])([CH3:2])([CH3:3])[CH3:4] |f:1.2|. Reported procedure: To a solution of ethyl (2S)-2-(tert-butoxy)-2-[(20S)-15-fluoro-4,20,26-trimethyl-11,19,25-trioxa-1,5,7,8-tetraazapentacyclo[24.2.2.16,9.02,7.013,18]hentriaconta-2,4,6(31),8,13(18),14,16,22-octaen-3-yl]acetate: (46.1 mg, 0.072 mmol) in ethanol (3 mL) were added (1,3-dimesitylimidazolidin-2-ylidene)(2-isopropoxybenzylidene)ruthenium(VI) chloride (9.04 mg, 0.014 mmol) then sodium borohydride (13.65 mg, 0.361 mmol) and the mixture was stirred at rt. After 10 min, LCMS indicated completion of reactio... The reactants are C(C)(C)N(C(C)C)CC (N,N-Diisopropylethylamine), FC(C(=O)O)(F)F.FCCN1C(CNCC1)=O (1-(2-Fluoroethyl)-2-oxopiperazine trifluoroacetate), FC=1C=C(C=CC1F)[N+](=O)[O-] (3,4-difluoronitrobenzene). The solvent is C(C)#N (acetonitrile). The product is FC=1C=C(C=CC1N1CC(N(CC1)CCF)=O)[N+](=O)[O-] (3-fluoro-4-(4-{2-fluoroethyl}-3-oxopiperazin-1-yl)nitrobenzene). Yield: 72.4%. As a reaction SMILES: FC(F)(F)C(O)=O.[F:8][CH2:9][CH2:10][N:11]1[CH2:16][CH2:15][NH:14][CH2:13][C:12]1=[O:17].C(N(CC)C(C)C)(C)C.[F:27][C:28]1[CH:29]=[C:30]([N+:35]([O-:37])=[O:36])[CH:31]=[CH:32][C:33]=1F>C(#N)C>[F:27][C:28]1[CH:29]=[C:30]([N+:35]([O-:37])=[O:36])[CH:31]=[CH:32][C:33]=1[N:14]1[CH2:15][CH2:16][N:11]([CH2:10][CH2:9][F:8])[C:12](=[O:17])[CH2:13]1 |f:0.1|. Procedure: 1-(2-Fluoroethyl)-2-oxopiperazine trifluoroacetate (6.1 g) was dissolved in acetonitrile (100 ml). N,N-Diisopropylethylamine (13 ml) was added to the mixture, followed by 3,4-difluoronitrobenzene (3.39 g), and the mixture heated to reflux for 18 hours. Solvent was evaporated, and the residue chromatographed on silica, using as eluant a gradient increasing in polarity from 0 to 4% methanol in dichloromethane. Relevant fractions were combined and evaporated to give 3-fluoro-4-(4-{2-fluoroethyl}-3-... Reactants: CCOC(=O)C(C)(C)Cc1cc2nc(Cl)ccc2n1Cc1ccc(Cl)cc1, C1CCOC1, CO, CCOC(C)=O, [Li+], [OH-], O, O=C(O)CC(O)(CC(=O)O)C(=O)O. Yields the product CC(C)(Cc1cc2nc(Cl)ccc2n1Cc1ccc(Cl)cc1)C(=O)O. As a reaction SMILES: [CH2:1]([CH3:2])[O:3][C:4]([C:5]([CH2:6][c:7]1[cH:8][c:9]2[n:10][c:11]([Cl:24])[cH:12][cH:13][c:14]2[n:15]1[CH2:16][c:17]1[cH:18][cH:19][c:20]([Cl:23])[cH:21][cH:22]1)([CH3:25])[CH3:26])=[O:27].[CH2:45]1[O:46][CH2:47][CH2:48][CH2:49]1.[CH3:28][OH:29].[CH3:50][CH2:51][O:52][C:53]([CH3:54])=[O:55].[Li+:31].[OH-:30].[OH2:56].[OH:32][C:33]([CH2:34][C:35]([C:36](=[O:37])[OH:38])([CH2:39][C:40](=[O:41])[OH:42])[OH:43])=[O:44]>>[O:3]=[C:4]([C:5]([CH2:6][c:7]1[cH:8][c:9]2[n:10][c:11]([Cl:24])[cH:12][cH:13][c:14]2[n:15]1[CH2:16][c:17]1[cH:18][cH:19][c:20]([Cl:23])[cH:21][cH:22]1)([CH3:25])[CH3:26])[OH:27]. Starting materials: CC(=O)Nc1cc(O)c2cc(Br)ccc2n1, O=C([O-])[O-], CCI, CC#N, [K+], [K+]. Yields the product CCOc1cc(NC(C)=O)nc2ccc(Br)cc12. RXN SMILES: [Br:1][c:2]1[cH:3][c:4]2[c:5]([OH:16])[cH:6][c:7]([NH:12][C:13]([CH3:14])=[O:15])[n:8][c:9]2[cH:10][cH:11]1.[C:20](=[O:21])([O-:22])[O-:23].[CH2:17]([CH3:18])[I:19].[CH3:26][C:27]#[N:28].[K+:24].[K+:25]>>[Br:1][c:2]1[cH:3][c:4]2[c:5]([O:16][CH2:17][CH3:18])[cH:6][c:7]([NH:12][C:13]([CH3:14])=[O:15])[n:8][c:9]2[cH:10][cH:11]1. Starting materials: C(=O)(OC(C)(C)C)N1CCC(CC1)C(=O)OCC (ethyl N-BOC-4-piperidinecarboxylate), C(CCC)I (n-butyl iodide), C(C)(C)N(CC)C(C)C (diisopropylethylamine), solution, C(CCC)[Li] (butyl lithium). The solvent is C1CCOC1 (THF), CCOC(=O)C (EtOAc), C1CCOC1 (THF), hexanes. Reaction conditions: temperature -78 celsius, time 15 minute. Yields the product N1CCC(CC1)C(=O)O (4-PIPERIDINE CARBOXYLIC ACID). RXN SMILES: C(N(C(C)C)CC)(C)C.C([Li])CCC.C([N:22]1[CH2:27][CH2:26][CH:25]([C:28]([O:30]CC)=[O:29])[CH2:24][CH2:23]1)(OC(C)(C)C)=O.C(I)CCC>C1COCC1.CCOC(C)=O>[NH:22]1[CH2:27][CH2:26][CH:25]([C:28]([OH:30])=[O:29])[CH2:24][CH2:23]1. Procedure details: To a solution of 0.88 g (8.6 mmol) of diisopropylethylamine in 30 ml of THF at 0° C. under N2 was added dropwise 3.52 ml (8.6 mmol) of a solution of 2.5N butyl lithium in hexanes. The solution was stirred for 15 minutes, cooled to -78° C. and treated with a solution of ethyl N-BOC-4-piperidinecarboxylate (2.0 g, 8.0 mmol) in 8 ml of THF. The solution was stirred for 1 hour and then 2.16 g (8.4 mmol) of n-butyl iodide was added and the reaction mixture was allowed to warm to room temperature and ... Starting materials: [BH4-], CC1=C(C=CC#Cc2ccc(C(=O)OCC[Si](C)(C)C)cc2)C(=O)CCC1, CCO, [Ce+3], [Cl-], [Cl-], [Cl-], [Na+], O, O, O, O, O, O, O. Product: CC1=C(C=CC#Cc2ccc(C(=O)OCC[Si](C)(C)C)cc2)C(O)CCC1. RXN SMILES: [BH4-:39].[CH3:12][C:13]1=[C:14]([CH:20]=[CH:21][C:22]#[C:23][c:24]2[cH:25][cH:26][c:27]([C:28](=[O:29])[O:30][CH2:31][CH2:32][Si:33]([CH3:34])([CH3:35])[CH3:36])[cH:37][cH:38]2)[C:15](=[O:19])[CH2:16][CH2:17][CH2:18]1.[CH3:41][CH2:42][OH:43].[Ce+3:11].[Cl-:10].[Cl-:8].[Cl-:9].[Na+:40].[OH2:1].[OH2:2].[OH2:3].[OH2:4].[OH2:5].[OH2:6].[OH2:7]>>[CH3:12][C:13]1=[C:14]([CH:20]=[CH:21][C:22]#[C:23][c:24]2[cH:25][cH:26][c:27]([C:28](=[O:29])[O:30][CH2:31][CH2:32][Si:33]([CH3:34])([CH3:35])[CH3:36])[cH:37][cH:38]2)[CH:15]([OH:19])[CH2:16][CH2:17][CH2:18]1. Starting materials: CN(C(=O)Cl)C1c2ccccc2Oc2ccccc21, CN(C)N, Cc1ccccc1. Yields the product CN(C)NC(=O)N(C)C1c2ccccc2Oc2ccccc21. Reaction SMILES: [CH3:1][N:2]([C:3](=[O:4])[Cl:5])[CH:6]1[c:7]2[cH:8][cH:9][cH:10][cH:11][c:12]2[O:13][c:14]2[cH:15][cH:16][cH:17][cH:18][c:19]21.[CH3:20][N:21]([NH2:22])[CH3:23].[CH3:24][c:25]1[cH:26][cH:27][cH:28][cH:29][cH:30]1>>[CH3:1][N:2]([C:3](=[O:4])[NH:22][N:21]([CH3:20])[CH3:23])[CH:6]1[c:7]2[cH:8][cH:9][cH:10][cH:11][c:12]2[O:13][c:14]2[cH:15][cH:16][cH:17][cH:18][c:19]21.